From a dataset of the Open Reaction Database (ORD), a public repository of structured organic reaction records. describe an organic reaction: reactants, conditions, products, and yield Reactants: O=C(c1ncc[nH]1)c1ncc[nH]1, CCNCCc1ccc(O)cc1, CCC(=O)O, CO, CCOC(C)=O, C1CCOC1. Yields the product CCC(=O)N(CC)CCc1ccc(O)cc1. As a reaction SMILES: [C:1]([c:2]1[nH:3][cH:4][cH:5][n:6]1)([c:7]1[nH:8][cH:9][cH:10][n:11]1)=[O:12].[CH2:18]([CH3:19])[NH:20][CH2:21][CH2:22][c:23]1[cH:24][cH:25][c:26]([OH:29])[cH:27][cH:28]1.[CH3:13][CH2:14][C:15]([OH:16])=[O:17].[CH3:30][OH:31].[CH3:37][CH2:38][O:39][C:40](=[O:41])[CH3:42].[O:32]1[CH2:33][CH2:34][CH2:35][CH2:36]1>>[CH3:13][CH2:14][C:15](=[O:17])[N:20]([CH2:18][CH3:19])[CH2:21][CH2:22][c:23]1[cH:24][cH:25][c:26]([OH:29])[cH:27][cH:28]1. Starting materials: O=C1OC(c2ccccc2)(c2ccccc2)CC(O)=C1Br, C1CCNCC1, CC(C)c1ccccc1S, ClCCl. Yields the product CC(C)c1ccccc1SC1=C(O)CC(c2ccccc2)(c2ccccc2)OC1=O. RXN SMILES: [Br:1][C:2]1=[C:7]([OH:8])[CH2:6][C:5]([c:9]2[cH:10][cH:11][cH:12][cH:13][cH:14]2)([c:15]2[cH:16][cH:17][cH:18][cH:19][cH:20]2)[O:4][C:3]1=[O:21].[CH2:32]1[CH2:33][CH2:34][NH:35][CH2:36][CH2:37]1.[CH:22]([CH3:23])([CH3:24])[c:25]1[c:26]([SH:31])[cH:27][cH:28][cH:29][cH:30]1.[Cl:38][CH2:39][Cl:40]>>[C:2]1([S:31][c:26]2[c:25]([CH:22]([CH3:23])[CH3:24])[cH:30][cH:29][cH:28][cH:27]2)=[C:7]([OH:8])[CH2:6][C:5]([c:9]2[cH:10][cH:11][cH:12][cH:13][cH:14]2)([c:15]2[cH:16][cH:17][cH:18][cH:19][cH:20]2)[O:4][C:3]1=[O:21]. As a reaction SMILES: [BH4-:1].[CH3:21][CH2:22][OH:23].[CH:3](=[O:4])[c:5]1[cH:6][c:7](-[c:11]2[cH:12][cH:13][c:14]([C:17](=[O:18])[O:19][CH3:20])[cH:15][cH:16]2)[cH:8][cH:9][cH:10]1.[Na+:2]>>[CH2:3]([OH:4])[c:5]1[cH:6][c:7](-[c:11]2[cH:12][cH:13][c:14]([C:17](=[O:18])[O:19][CH3:20])[cH:15][cH:16]2)[cH:8][cH:9][cH:10]1. The product is COC(=O)c1ccc(-c2cccc(CO)c2)cc1. Reactants: [BH4-], CCO, COC(=O)c1ccc(-c2cccc(C=O)c2)cc1, [Na+]. Run at time 8 hour. Starting materials: C(C1=CC=CC=C1)OC(C1=C(C(=CC=C1Cl)N)F)=O (3-Amino-6-chloro-2-fluoro-benzoic acid benzyl ester), N1=CC=CC=C1 (pyridine), C(CC)S(=O)(=O)Cl (propane-1-sulfonyl chloride), O (water). Reaction SMILES: [CH2:1]([O:8][C:9](=[O:19])[C:10]1[C:15]([Cl:16])=[CH:14][CH:13]=[C:12]([NH2:17])[C:11]=1[F:18])[C:2]1[CH:7]=[CH:6][CH:5]=[CH:4][CH:3]=1.N1C=CC=CC=1.[CH2:26]([S:29](Cl)(=[O:31])=[O:30])[CH2:27][CH3:28].O>C(Cl)Cl>[CH2:1]([O:8][C:9](=[O:19])[C:10]1[C:15]([Cl:16])=[CH:14][CH:13]=[C:12]([NH:17][S:29]([CH2:26][CH2:27][CH3:28])(=[O:31])=[O:30])[C:11]=1[F:18])[C:2]1[CH:3]=[CH:4][CH:5]=[CH:6][CH:7]=1. Solvent: C(Cl)Cl (methylene chloride). The product is C(C1=CC=CC=C1)OC(C1=C(C(=CC=C1Cl)NS(=O)(=O)CCC)F)=O (6-chloro-2-fluoro-3-(propane-1-sulfonylamino)-benzoic acid benzyl ester). Procedure details: To 3-amino-6-chloro-2-fluoro-benzoic acid benzyl ester (61, 1.20 g, 4.3 mmol) in methylene chloride (28 mL) was added pyridine (0.52 mL, 6.4 mmol) and propane-1-sulfonyl chloride (51, 0.685 g, 4.8 mmol). The reaction was stirred at room temperature overnight, then poured into water, and extracted with ethyl acetate. The organic layer was washed with brine, dried over anhydrous sodium sulfate, filtered and concentrated. The desired compound was isolated with silica gel column chromatography to gi... Reactants: CN1C(=O)CNC(=O)c2cc(-c3ccc(OC(F)(F)F)cc3)ccc21, ClCc1ncccn1, Cl, [H-], [Na+], CN(C)C=O. The product is CN1C(=O)CN(Cc2ncccn2)C(=O)c2cc(-c3ccc(OC(F)(F)F)cc3)ccc21. RXN SMILES: [CH3:1][N:2]1[C:3](=[O:25])[CH2:4][NH:5][C:6](=[O:24])[c:7]2[c:8]1[cH:9][cH:10][c:11](-[c:13]1[cH:14][cH:15][c:16]([O:19][C:20]([F:21])([F:22])[F:23])[cH:17][cH:18]1)[cH:12]2.[Cl:29][CH2:30][c:31]1[n:32][cH:33][cH:34][cH:35][n:36]1.[ClH:28].[H-:27].[Na+:26].[O:37]=[CH:38][N:39]([CH3:40])[CH3:41]>>[CH3:1][N:2]1[C:3](=[O:25])[CH2:4][N:5]([CH2:30][c:31]2[n:32][cH:33][cH:34][cH:35][n:36]2)[C:6](=[O:24])[c:7]2[c:8]1[cH:9][cH:10][c:11](-[c:13]1[cH:14][cH:15][c:16]([O:19][C:20]([F:21])([F:22])[F:23])[cH:17][cH:18]1)[cH:12]2.